Dataset: the Open Reaction Database (ORD), a public repository of structured organic reaction records. Task: describe an organic reaction: reactants, conditions, products, and yield Product: CC(C(=O)N(C)c1ccc(Cl)cc1Sc1ccccc1Cl)c1cc(C(F)(F)F)cc(C(F)(F)F)c1. Reactants: C(=NC1CCCCC1)=NC1CCCCC1, CNc1ccc(Cl)cc1Sc1ccccc1Cl, ClCCCl, CC(C(=O)O)c1cc(C(F)(F)F)cc(C(F)(F)F)c1. Reaction SMILES: [CH:37]1([N:38]=[C:39]=[N:40][CH:41]2[CH2:42][CH2:43][CH2:44][CH2:45][CH2:46]2)[CH2:47][CH2:48][CH2:49][CH2:50][CH2:51]1.[Cl:1][c:2]1[cH:3][c:4]([S:10][c:11]2[c:12]([Cl:17])[cH:13][cH:14][cH:15][cH:16]2)[c:5]([NH:8][CH3:9])[cH:6][cH:7]1.[Cl:52][CH2:53][CH2:54][Cl:55].[F:18][C:19]([c:20]1[cH:21][c:22]([CH:30]([C:31](=[O:32])[OH:33])[CH3:34])[cH:23][c:24]([C:26]([F:27])([F:28])[F:29])[cH:25]1)([F:35])[F:36]>>[Cl:1][c:2]1[cH:3][c:4]([S:10][c:11]2[c:12]([Cl:17])[cH:13][cH:14][cH:15][cH:16]2)[c:5]([N:8]([CH3:9])[C:31]([CH:30]([c:22]2[cH:21][c:20]([C:19]([F:18])([F:35])[F:36])[cH:25][c:24]([C:26]([F:27])([F:28])[F:29])[cH:23]2)[CH3:34])=[O:33])[cH:6][cH:7]1. The reactants are C(C)I (ethyl iodide), CC[C@@H](C)[C@H](C(=O)O)NC(=O)OC(C)(C)C (BOC--D--Ile--OH), O (H2O). The product is C(C)(C)(C)OC(=O)N[C@H]([C@H](C)CC)C(=O)OCC (N-(t-Butyloxycarbonyl)-D-isoleucine, Ethyl ester). Reaction SMILES: [CH2:1](I)[CH3:2].[CH3:4][CH2:5][C@H:6]([C@@H:8]([NH:12][C:13]([O:15][C:16]([CH3:19])([CH3:18])[CH3:17])=[O:14])[C:9]([OH:11])=[O:10])[CH3:7].O>>[C:16]([O:15][C:13]([NH:12][C@@H:8]([C:9]([O:11][CH2:1][CH3:2])=[O:10])[C@@H:6]([CH2:5][CH3:4])[CH3:7])=[O:14])([CH3:17])([CH3:19])[CH3:18]. Procedure details: The title compound was prepared by the method of Example 8 using ethyl iodide (0.4 mL, 5 mmol) instead of methyl iodide and BOC--D--Ile--OH--0.5 H2O (1.0 g, 4 mmol) instead of the title product of Example 1. Concentration afforded the title compound (1.2 g) as a water white liquid and the structure verified by NMR. The reactants are CC1(C)C(=O)N(CCN2CC=C(c3c[nH]c4c(F)cccc34)CC2)c2ccccc21, CC(=O)O, CCO, Cl, [H][H]. The product is CC1(C)C(=O)N(CCN2CCC(c3c[nH]c4c(F)cccc34)CC2)c2ccccc21, Cl. RXN SMILES: [CH3:1][C:2]1([CH3:30])[C:3](=[O:29])[N:4]([CH2:11][CH2:12][N:13]2[CH2:14][CH:15]=[C:16]([c:19]3[cH:20][nH:21][c:22]4[c:23]([F:28])[cH:24][cH:25][cH:26][c:27]34)[CH2:17][CH2:18]2)[c:5]2[cH:6][cH:7][cH:8][cH:9][c:10]21.[CH3:31][C:32](=[O:33])[OH:34].[CH3:38][CH2:39][OH:40].[ClH:37].[H:35][H:36]>>[CH3:1][C:2]1([CH3:30])[C:3](=[O:29])[N:4]([CH2:11][CH2:12][N:13]2[CH2:14][CH2:15][CH:16]([c:19]3[cH:20][nH:21][c:22]4[c:23]([F:28])[cH:24][cH:25][cH:26][c:27]34)[CH2:17][CH2:18]2)[c:5]2[cH:6][cH:7][cH:8][cH:9][c:10]21.[ClH:37]. Starting materials: C[Si](C)(C)C#Cc1cc2c(Nc3cccc(Br)c3)c(C#N)cnc2cn1, CCCC[N+](CCCC)(CCCC)CCCC, CCOC(C)=O, [F-], C1CCOC1, C1CCOC1. The product is C#Cc1cc2c(Nc3cccc(Br)c3)c(C#N)cnc2cn1. As a reaction SMILES: [Br:1][c:2]1[cH:3][c:4]([NH:8][c:9]2[c:10]([C:25]#[N:26])[cH:11][n:12][c:13]3[cH:14][n:15][c:16]([C:19]#[C:20][Si:21]([CH3:22])([CH3:23])[CH3:24])[cH:17][c:18]23)[cH:5][cH:6][cH:7]1.[CH2:33]([N+:34]([CH2:35][CH2:36][CH2:37][CH3:38])([CH2:39][CH2:40][CH2:41][CH3:42])[CH2:43][CH2:44][CH2:45][CH3:46])[CH2:47][CH2:48][CH3:49].[CH3:55][CH2:56][O:57][C:58](=[O:59])[CH3:60].[F-:32].[O:27]1[CH2:28][CH2:29][CH2:30][CH2:31]1.[O:50]1[CH2:51][CH2:52][CH2:53][CH2:54]1>>[Br:1][c:2]1[cH:3][c:4]([NH:8][c:9]2[c:10]([C:25]#[N:26])[cH:11][n:12][c:13]3[cH:14][n:15][c:16]([C:19]#[CH:20])[cH:17][c:18]23)[cH:5][cH:6][cH:7]1. The reactants are BrC=1C(=C(C(=C(C(=O)OC)C1)NC1=C(C=CC=C1)F)F)F (methyl 5-bromo-3,4-difluoro-2-((2-fluorophenyl)amino)benzoate), C(C)(C)N(C(C)C)CC (N,N-diisopropylethylamine), C(C1=CC=CC=C1)S (BnSH), CC1(C2=C(C(=CC=C2)P(C3=CC=CC=C3)C4=CC=CC=C4)OC5=C(C=CC=C51)P(C6=CC=CC=C6)C7=CC=CC=C7)C (Xantphos). The reagents and catalysts are C=1C=CC(=CC1)/C=C/C(=O)/C=C/C2=CC=CC=C2.C=1C=CC(=CC1)/C=C/C(=O)/C=C/C2=CC=CC=C2.C=1C=CC(=CC1)/C=C/C(=O)/C=C/C2=CC=CC=C2.[Pd].[Pd] (Pd2(dba)3). Solvent: O1CCOCC1 (1,4-dioxane). Run at temperature 100 celsius, time 8 hour. Product: C(C1=CC=CC=C1)SC=1C(=C(C(=C(C(=O)OC)C1)NC1=C(C=CC=C1)F)F)F (methyl 5-(benzylthio)-3,4-difluoro-2-((2-fluorophenyl)amino)benzoate). Isolated yield 88.3%. Reaction SMILES: Br[C:2]1[C:3]([F:21])=[C:4]([F:20])[C:5]([NH:12][C:13]2[CH:18]=[CH:17][CH:16]=[CH:15][C:14]=2[F:19])=[C:6]([CH:11]=1)[C:7]([O:9][CH3:10])=[O:8].C(N(CC)C(C)C)(C)C.CC1(C)C2C(=C(P(C3C=CC=CC=3)C3C=CC=CC=3)C=CC=2)OC2C(P(C3C=CC=CC=3)C3C=CC=CC=3)=CC=CC1=2.[CH2:73]([SH:80])[C:74]1[CH:79]=[CH:78][CH:77]=[CH:76][CH:75]=1>O1CCOCC1.C1C=CC(/C=C/C(/C=C/C2C=CC=CC=2)=O)=CC=1.C1C=CC(/C=C/C(/C=C/C2C=CC=CC=2)=O)=CC=1.C1C=CC(/C=C/C(/C=C/C2C=CC=CC=2)=O)=CC=1.[Pd].[Pd]>[CH2:73]([S:80][C:2]1[C:3]([F:21])=[C:4]([F:20])[C:5]([NH:12][C:13]2[CH:18]=[CH:17][CH:16]=[CH:15][C:14]=2[F:19])=[C:6]([CH:11]=1)[C:7]([O:9][CH3:10])=[O:8])[C:74]1[CH:79]=[CH:78][CH:77]=[CH:76][CH:75]=1 |f:5.6.7.8.9|. Reported procedure: To a solution of methyl 5-bromo-3,4-difluoro-2-((2-fluorophenyl)amino)benzoate (22.33 g, 62.01 mmol) in anhydrous 1,4-dioxane (200 mL) was added N,N-diisopropylethylamine (16.03 g, 124.04 mmol). Then Pd2(dba)3 (2.84 g, 3.10 mmol) followed by Xantphos (3.59 g, 6.20 mmol) and BnSH (8.09 g, 65.11 mmol) was added under nitrogen atmosphere. The mixture was stirred overnight at 100° C. under N2 atmosphere and then allowed to warm to ambient temperature. The insoluble matter was filtered off and the fi... The reactants are CC(=O)[O-], CCOC(=O)N1CCC(=O)CC1, CC(C)O, CO, Cl, Cl, NCCc1ccsc1, [Na+]. Product: Cl, CCOC(=O)N1CCC(NCCc2ccsc2)CC1. RXN SMILES: [C:10]([O-:11])(=[O:12])[CH3:13].[C:15](=[O:16])([O:17][CH2:18][CH3:19])[N:20]1[CH2:21][CH2:22][C:23](=[O:26])[CH2:24][CH2:25]1.[CH3:28][CH:29]([OH:30])[CH3:31].[CH3:32][OH:33].[ClH:1].[ClH:27].[NH2:2][CH2:3][CH2:4][c:5]1[cH:6][s:7][cH:8][cH:9]1.[Na+:14]>>[ClH:1].[NH:2]([CH2:3][CH2:4][c:5]1[cH:6][s:7][cH:8][cH:9]1)[CH:23]1[CH2:22][CH2:21][N:20]([C:15](=[O:16])[O:17][CH2:18][CH3:19])[CH2:25][CH2:24]1. The reactants are CC#N, CCOC(C)=O, ClC(Cl)(Cl)Cl, [O-][I+3]([O-])([O-])[O-], [Na+], O, O, Cl[Ru](Cl)Cl, COCCCOS(=O)OCCCOC. Yields the product COCCCOS(=O)(=O)OCCCOC. RXN SMILES: [CH3:26][C:27]#[N:28].[CH3:30][CH2:31][O:32][C:33](=[O:34])[CH3:35].[Cl:21][C:22]([Cl:23])([Cl:24])[Cl:25].[I+3:15]([O-:16])([O-:17])([O-:18])[O-:19].[Na+:20].[OH2:29].[OH2:36].[Ru:37]([Cl:38])([Cl:39])[Cl:40].[S:1](=[O:2])([O:3][CH2:4][CH2:5][CH2:6][O:7][CH3:8])[O:9][CH2:10][CH2:11][CH2:12][O:13][CH3:14]>>[S:1](=[O:2])([O:3][CH2:4][CH2:5][CH2:6][O:7][CH3:8])([O:9][CH2:10][CH2:11][CH2:12][O:13][CH3:14])=[O:16]. Starting materials: CCOC(=O)CBr, FC(F)(F)Cc1nc2cc(Cl)c(Cl)cc2[nH]1, [H-], [Na+], CN(C)C=O. Yields the product CCOC(=O)Cn1c(CC(F)(F)F)nc2cc(Cl)c(Cl)cc21. Reaction SMILES: [Br:19][CH2:20][C:21](=[O:22])[O:23][CH2:24][CH3:25].[Cl:1][c:2]1[cH:3][c:4]2[c:5]([nH:6][c:7]([CH2:9][C:10]([F:11])([F:12])[F:13])[n:8]2)[cH:14][c:15]1[Cl:16].[H-:17].[Na+:18].[O:26]=[CH:27][N:28]([CH3:29])[CH3:30]>>[Cl:1][c:2]1[cH:3][c:4]2[c:5]([n:6][c:7]([CH2:9][C:10]([F:11])([F:12])[F:13])[n:8]2[CH2:20][C:21](=[O:22])[O:23][CH2:24][CH3:25])[cH:14][c:15]1[Cl:16]. Solvent: C1CCOC1 (THF), C1CCOC1 (THF). Starting materials: [Si](C)(C)(C(C)(C)C)OCC=1C=C(C(=NC1)C1=C(C=CC(=C1)OC)F)CC1(CCCC1)C#N (1-((5-(((tert-butyl(dimethyl)silyl)oxy)methyl)-2-(2-fluoro-5-methoxyphenyl)pyridin-3-yl)methyl)cyclopentanecarbonitrile), [F-].C(CCC)[N+](CCCC)(CCCC)CCCC (tetrabutylammonium fluoride), [Cl-].[NH4+] (ammonium chloride). Isolated yield 92.2%. Reported procedure: To a solution of 1-((5-(((tert-butyl(dimethyl)silyl)oxy)methyl)-2-(2-fluoro-5-methoxyphenyl)pyridin-3-yl)methyl)cyclopentanecarbonitrile (514 mg) in THF (10 mL) was added a THF solution (1 M, 2.2 mL) of tetrabutylammonium fluoride, and the mixture was stirred at room temperature for 20 min. To the reaction mixture was added saturated aqueous ammonium chloride solution, and the mixture was extracted with ethyl acetate. The extract was washed with water and saturated brine, and dried over anhydrou... RXN SMILES: [Si]([O:8][CH2:9][C:10]1[CH:11]=[C:12]([CH2:25][C:26]2([C:31]#[N:32])[CH2:30][CH2:29][CH2:28][CH2:27]2)[C:13]([C:16]2[CH:21]=[C:20]([O:22][CH3:23])[CH:19]=[CH:18][C:17]=2[F:24])=[N:14][CH:15]=1)(C(C)(C)C)(C)C.[F-].C([N+](CCCC)(CCCC)CCCC)CCC.[Cl-].[NH4+]>C1COCC1>[F:24][C:17]1[CH:18]=[CH:19][C:20]([O:22][CH3:23])=[CH:21][C:16]=1[C:13]1[C:12]([CH2:25][C:26]2([C:31]#[N:32])[CH2:30][CH2:29][CH2:28][CH2:27]2)=[CH:11][C:10]([CH2:9][OH:8])=[CH:15][N:14]=1 |f:1.2,3.4|. Run at time 20 minute. Product: FC1=C(C=C(C=C1)OC)C1=NC=C(C=C1CC1(CCCC1)C#N)CO (1-((2-(2-fluoro-5-methoxyphenyl)-5-(hydroxymethyl)pyridin-3-yl)methyl)cyclopentanecarbonitrile). Reactants: CC(=O)NC1(C)c2ccccc2-c2[nH]c(=O)c3nccn3c21, CO, Cl. Product: Cl, CC1(N)c2ccccc2-c2[nH]c(=O)c3nccn3c21. Reaction SMILES: [C:1](=[O:2])([CH3:3])[NH:4][C:5]1([CH3:22])[c:6]2[cH:7][cH:8][cH:9][cH:10][c:11]2-[c:12]2[nH:13][c:14](=[O:21])[c:15]3[n:16]([c:17]21)[cH:18][cH:19][n:20]3.[CH3:24][OH:25].[ClH:23]>>[ClH:23].[NH2:4][C:5]1([CH3:22])[c:6]2[cH:7][cH:8][cH:9][cH:10][c:11]2-[c:12]2[nH:13][c:14](=[O:21])[c:15]3[n:16]([c:17]21)[cH:18][cH:19][n:20]3.